From a dataset of the Open Reaction Database (ORD), a public repository of structured organic reaction records. describe an organic reaction: reactants, conditions, products, and yield Reactants: CN1CCN2c3ccccc3Cn3cccc3C2C1, CCOCC, CCOC(=O)Cl, c1ccccc1. The product is CCOC(=O)N1CCN2c3ccccc3Cn3cccc3C2C1. As a reaction SMILES: [CH3:1][N:2]1[CH2:3][CH:4]2[N:5]([c:6]3[c:7]([cH:14][cH:15][cH:16][cH:17]3)[CH2:8][n:9]3[c:10]2[cH:11][cH:12][cH:13]3)[CH2:18][CH2:19]1.[CH3:32][CH2:33][O:34][CH2:35][CH3:36].[Cl:20][C:21](=[O:22])[O:23][CH2:24][CH3:25].[cH:26]1[cH:27][cH:28][cH:29][cH:30][cH:31]1>>[N:2]1([C:21](=[O:22])[O:23][CH2:24][CH3:25])[CH2:3][CH:4]2[N:5]([c:6]3[c:7]([cH:14][cH:15][cH:16][cH:17]3)[CH2:8][n:9]3[c:10]2[cH:11][cH:12][cH:13]3)[CH2:18][CH2:19]1.